Dataset: the Open Reaction Database (ORD), a public repository of structured organic reaction records. Task: describe an organic reaction: reactants, conditions, products, and yield Reactants: C1CCOC1, CC(C)(C)NCCCN, Cc1ccc(C(=O)NC(C)C)cc1-c1nc(S(C)=O)nc2c1CNC(=O)N2c1c(F)cccc1F. Product: Cc1ccc(C(=O)NC(C)C)cc1-c1nc(NCCCNC(C)(C)C)nc2c1CNC(=O)N2c1c(F)cccc1F. RXN SMILES: [CH2:45]1[O:46][CH2:47][CH2:48][CH2:49]1.[CH3:36][C:37]([CH3:38])([CH3:39])[NH:40][CH2:41][CH2:42][CH2:43][NH2:44].[F:1][c:2]1[c:3]([N:9]2[C:10](=[O:35])[NH:11][CH2:12][c:13]3[c:14]2[n:15][c:16]([S:32]([CH3:33])=[O:34])[n:17][c:18]3-[c:19]2[cH:20][c:21]([C:22](=[O:23])[NH:24][CH:25]([CH3:26])[CH3:27])[cH:28][cH:29][c:30]2[CH3:31])[c:4]([F:8])[cH:5][cH:6][cH:7]1>>[F:1][c:2]1[c:3]([N:9]2[C:10](=[O:35])[NH:11][CH2:12][c:13]3[c:14]2[n:15][c:16]([NH:44][CH2:43][CH2:42][CH2:41][NH:40][C:37]([CH3:36])([CH3:38])[CH3:39])[n:17][c:18]3-[c:19]2[cH:20][c:21]([C:22](=[O:23])[NH:24][CH:25]([CH3:26])[CH3:27])[cH:28][cH:29][c:30]2[CH3:31])[c:4]([F:8])[cH:5][cH:6][cH:7]1. Starting materials: N12CCC(CC1)(CC2)C(C#N)(C2=CC=CC=C2)C2=CC=CC=C2 (1-azabicyclo[2.2.2]oct-4-yl(diphenyl)acetonitrile), BrCCCO (3-bromo-1-propanol). The solvent is 2CH3CN/3CHCl3. Product: [Br-].C(#N)C(C12CC[N+](CC1)(CC2)CCCO)(C2=CC=CC=C2)C2=CC=CC=C2 (4-[cyano(diphenyl)methyl]-1-(3-hydroxypropyl)-1-azoniabicyclo[2.2.2]octane bromide). Isolated yield 64.5%. Reaction SMILES: [N:1]12[CH2:8][CH2:7][C:4]([C:9]([C:18]3[CH:23]=[CH:22][CH:21]=[CH:20][CH:19]=3)([C:12]3[CH:17]=[CH:16][CH:15]=[CH:14][CH:13]=3)[C:10]#[N:11])([CH2:5][CH2:6]1)[CH2:3][CH2:2]2.[Br:24][CH2:25][CH2:26][CH2:27][OH:28]>>[Br-:24].[C:10]([C:9]([C:18]1[CH:19]=[CH:20][CH:21]=[CH:22][CH:23]=1)([C:12]1[CH:13]=[CH:14][CH:15]=[CH:16][CH:17]=1)[C:4]12[CH2:5][CH2:6][N+:1]([CH2:25][CH2:26][CH2:27][OH:28])([CH2:2][CH2:3]1)[CH2:8][CH2:7]2)#[N:11] |f:2.3|. Procedure: Following the general procedure outlined in Example 7, 1-azabicyclo[2.2.2]oct-4-yl(diphenyl)acetonitrile (0.0495 g, 0.164 mmol) and 3-bromo-1-propanol (0.030 mL, 0.343 mmol) in 2CH3CN/3CHCl3 (4.0 mL) were reacted to give the desired product (0.0467 g, 64.9%). EI-MS m/z 361 (M+) Rt (1.98 min). Reactants: C(C1=CC=CC=C1)S(=O)(=O)NNC=1C(N(C(=CN1)C)CCCO)=O (3-(2-benzylsulfonylhydrazino)-1-(3-hydroxypropyl)-6-methylpyrazinone), C(C1=CC=CC=C1)S(=O)(=O)NNC=1C(N(C(=CN1)C)CCCO)=O (3-(2-Benzylsulfonylhydrazinyl)-1-(3-hydroxypropyl)-6-methylpyrazinone), C(Br)(Br)(Br)Br (carbon tetrabromide), C1(=CC=CC=C1)P(C1=CC=CC=C1)C1=CC=CC=C1 (triphenylphosphine). Solvent: ClCCl (dichloromethane). Conditions: time 2 hour. Product: C(C1=CC=CC=C1)S(=O)(=O)NNC=1C(N(C(=CN1)C)CCCBr)=O (3-(2-Benzylsulfonylhydrazino)-1-(3-bromopropyl)-6-methylpyrazinone). As a reaction SMILES: [CH2:1]([S:8]([NH:11][NH:12][C:13]1[C:14](=[O:24])[N:15]([CH2:20][CH2:21][CH2:22]O)[C:16]([CH3:19])=[CH:17][N:18]=1)(=[O:10])=[O:9])[C:2]1[CH:7]=[CH:6][CH:5]=[CH:4][CH:3]=1.C(Br)(Br)(Br)[Br:26].C1(P(C2C=CC=CC=2)C2C=CC=CC=2)C=CC=CC=1>ClCCl>[CH2:1]([S:8]([NH:11][NH:12][C:13]1[C:14](=[O:24])[N:15]([CH2:20][CH2:21][CH2:22][Br:26])[C:16]([CH3:19])=[CH:17][N:18]=1)(=[O:10])=[O:9])[C:2]1[CH:7]=[CH:6][CH:5]=[CH:4][CH:3]=1. Procedure details: To a magnetically stirred solution of 3-(2-benzylsulfonylhydrazino)-1-(3-hydroxypropyl)-6-methylpyrazinone, the product of Example 31 (0.429 g, 0.82 mmol) and carbon tetrabromide (0.328 g, 0.99 mmol) in dichloromethane (10 mL), is added triphenylphosphine (0.26 g, 0.99 mmol) portionwise with ice-bath cooling. After the addition is complete, the mixture is stirred for about an additional 2 hours. The solvent is removed in vacuo. The residue is purified by silica gel column chromatography using et... Reactants: FC(C(=O)O)(F)F.NC1=NC(=NS1)C(C(=O)N[C@H]1[C@@H]2N(C(=C(CS2)CCl)C(=O)O)C1=O)=NOC (7β-[2-(5-amino-1,2,4-thiadiazol-3-yl)-2-methoxyiminoacetamido]-3-chloromethyl-3-cephem-4-carboxylic acid trifluoroacetate), CN1CCN(CC1)C(=O)OC(C)(C)C (1-methyl-4-tert-butoxycarbonylpiperazine), C(C)(=O)OCC (ethyl acetate). The solvent is CN(C=O)C (N,N-dimethylformamide). Run at time 30 minute. The product is NC1=NC(=NS1)C(C(=O)N[C@H]1[C@@H]2N(C(=C(CS2)C[N+]2(CCNCC2)C)C(=O)[O-])C1=O)=NOC (7β-[2-(5-amino-1,2,4-thiadiazol-3-yl)-2-methoxyiminoacetamido]-3-(1-methyl-1-piperazinio)methyl-3-cephem-4-carboxylate). Reaction SMILES: FC(F)(F)C(O)=O.[NH2:8][C:9]1[S:13][N:12]=[C:11]([C:14](=[N:32][O:33][CH3:34])[C:15]([NH:17][C@@H:18]2[C:30](=[O:31])[N:20]3[C:21]([C:27]([OH:29])=[O:28])=[C:22]([CH2:25]Cl)[CH2:23][S:24][C@H:19]23)=[O:16])[N:10]=1.[CH3:35][N:36]1[CH2:41][CH2:40][N:39](C(OC(C)(C)C)=O)[CH2:38][CH2:37]1.C(OCC)(=O)C>CN(C)C=O>[NH2:8][C:9]1[S:13][N:12]=[C:11]([C:14](=[N:32][O:33][CH3:34])[C:15]([NH:17][C@@H:18]2[C:30](=[O:31])[N:20]3[C:21]([C:27]([O-:29])=[O:28])=[C:22]([CH2:25][N+:36]4([CH3:35])[CH2:41][CH2:40][NH:39][CH2:38][CH2:37]4)[CH2:23][S:24][C@H:19]23)=[O:16])[N:10]=1 |f:0.1|. Procedure details: To a solution of 7β-[2-(5-amino-1,2,4-thiadiazol-3-yl)-2-methoxyiminoacetamido]-3-chloromethyl-3-cephem-4-carboxylic acid trifluoroacetate (syn isomer) in N,N-dimethylformamide (150 ml) was added 1-methyl-4-tert-butoxycarbonylpiperazine (30 g). After being stirred at room temperature for 30 minutes, the mixture was added dropwise to ethyl acetate (1.5 l). The resulting precipitate was collected by filtration, washed with ethyl acetate and diisopropyl ether. To a solution of the above precipitate...